From a dataset of the Open Reaction Database (ORD), a public repository of structured organic reaction records. describe an organic reaction: reactants, conditions, products, and yield The reactants are NC1=C(C(=O)O)C=CC=N1 (2-aminonicotinic acid), ice water, ON1N=NC2=C1C=CC=C2 (1-hydroxybenzotriazole), CN(CCCN=C=NCC)C ((3-dimethylaminopropyl)-ethyl-carbodiimide), NCC1=CC=C(C=C1)O (4-aminomethyl-phenol), [OH-].[Na+] (sodium hydroxide). Run in CN(C=O)C (N,N-dimethylformamide), CN(C=O)C (N,N-dimethylformamide). Run at time 18 hour. Yields the product NC1=NC=CC=C1C(=O)NCC1=CC=C(C=C1)[O-].[Na+] (Sodium 4-(((2-Aminopyridine-3-carbonyl)-amino)-methyl)-phenolate). The yield is 119.9%. Reaction SMILES: [NH2:1][C:2]1[N:10]=[CH:9][CH:8]=[CH:7][C:3]=1[C:4]([OH:6])=O.ON1C2C=CC=CC=2N=N1.CN(C)CCCN=C=NCC.[NH2:32][CH2:33][C:34]1[CH:39]=[CH:38][C:37]([OH:40])=[CH:36][CH:35]=1.[OH-].[Na+:42]>CN(C)C=O>[NH2:1][C:2]1[C:3]([C:4]([NH:32][CH2:33][C:34]2[CH:39]=[CH:38][C:37]([O-:40])=[CH:36][CH:35]=2)=[O:6])=[CH:7][CH:8]=[CH:9][N:10]=1.[Na+:42] |f:4.5,7.8|. Procedure: Then, a solution of 2-aminonicotinic acid (3.0 g, 21.7 mmol) in N,N-dimethylformamide (30 mL) was cooled with an ice water, 1-hydroxybenzotriazole (3.51 g, 26 mmol), (3-dimethylaminopropyl)-ethyl-carbodiimide (4.04 g, 26 mmol) and a solution of the resulting 4-aminomethyl-phenol (3.0 g, 21.7 mmol) in N,N-dimethylformamide (20 mL) were added, and the solution was stirred for 18 hours at this temperature. The reaction solution was partitioned into brine, the organic layer was dried over anhydrous ... Starting materials: CCOC(=O)C.CCCCCC (EtOAc hexane), CC(C)([O-])C.[K+] (potassium tert-butoxide), CC=1C=C(C=CC1C(C)=O)C1=CC=C(C=C1)C(F)(F)F (1-(3-methyl-4′-trifluoromethyl-biphenyl-4-yl)-ethanone), [Cl-].COC[P+](C1=CC=CC=C1)(C1=CC=CC=C1)C1=CC=CC=C1 ((methoxymethyl)triphenylphosphonium chloride). Solvent: C1CCOC1 (THF). Reaction conditions: time 30 minute. Product: COC=C(C)C1=C(C=C(C=C1)C1=CC=C(C=C1)C(F)(F)F)C (4-(2-Methoxy-1-methyl-vinyl)-3-methyl-4′-trifluoromethyl-biphenyl). Isolated yield 100.8%. RXN SMILES: CC(C)([O-])C.[K+].[Cl-].[CH3:8][O:9][CH2:10][P+](C1C=CC=CC=1)(C1C=CC=CC=1)C1C=CC=CC=1.[CH3:30][C:31]1[CH:32]=[C:33]([C:40]2[CH:45]=[CH:44][C:43]([C:46]([F:49])([F:48])[F:47])=[CH:42][CH:41]=2)[CH:34]=[CH:35][C:36]=1[C:37](=O)[CH3:38].CCOC(C)=O.CCCCCC>C1COCC1>[CH3:8][O:9][CH:10]=[C:37]([C:36]1[CH:35]=[CH:34][C:33]([C:40]2[CH:41]=[CH:42][C:43]([C:46]([F:47])([F:48])[F:49])=[CH:44][CH:45]=2)=[CH:32][C:31]=1[CH3:30])[CH3:38] |f:0.1,2.3,5.6|. Procedure details: To a an ambient temperature suspension of potassium tert-butoxide (2.42 g, 21.56 mmol) in THF (70 mL) is added (methoxymethyl)triphenylphosphonium chloride (7.39 g, 21.56 mmol) and is stirred at room temperature for 30 min. 1-(3-methyl-4′-trifluoromethyl-biphenyl-4-yl)-ethanone (2.0 g, 7.19 mmol) is added and the reaction mixture continues to stir at room temperature. After 2 h TLC (20% EtOAc/hexane) indicates complete consumption of starting material. The reaction is quenched with saturated aqu... The reactants are solid, Cl.Cl.Cl.O1CCC=2C(=NC=CC21)N2CCN(CC2)CC[C@@H]2CC[C@H](CC2)N (trans-4-{2-[4-(2,3-dihydrofuro[3,2-c]pyridin-4-yl)-piperazin-1-yl]-ethyl}-cyclohexanamine trihydrochloride), Cl.Cl.Cl.O1CCC=2C(=NC=CC21)N2CCN(CC2)CC[C@@H]2CC[C@H](CC2)N (trans-4-{2-[4-(2,3-dihydrofuro[3,2-c]pyridin-4-yl)-piperazin-1-yl]-ethyl}-cyclohexanamine trihydrochloride), O1CC(CCC1)C(=O)O (rac-tetrahydro-pyran-3-carboxylic acid). Product: O1CCC=2C(=NC=CC21)N2CCN(CC2)CC[C@@H]2CC[C@H](CC2)NC(=O)C2COCCC2 (rac-Tetrahydro-pyran-3-carboxylic acid trans-(4-{2-[4-(2,3-dihydro-furo[3,2-c]pyridin-4-yl)-piperazin-1-yl]-ethyl}-cyclohexyl)-amide). As a reaction SMILES: Cl.Cl.Cl.[O:4]1[C:12]2[CH:11]=[CH:10][N:9]=[C:8]([N:13]3[CH2:18][CH2:17][N:16]([CH2:19][CH2:20][C@H:21]4[CH2:26][CH2:25][C@H:24]([NH2:27])[CH2:23][CH2:22]4)[CH2:15][CH2:14]3)[C:7]=2[CH2:6][CH2:5]1.[O:28]1[CH2:33][CH2:32][CH2:31][CH:30]([C:34](O)=[O:35])[CH2:29]1>>[O:4]1[C:12]2[CH:11]=[CH:10][N:9]=[C:8]([N:13]3[CH2:18][CH2:17][N:16]([CH2:19][CH2:20][C@H:21]4[CH2:26][CH2:25][C@H:24]([NH:27][C:34]([CH:30]5[CH2:31][CH2:32][CH2:33][O:28][CH2:29]5)=[O:35])[CH2:23][CH2:22]4)[CH2:15][CH2:14]3)[C:7]=2[CH2:6][CH2:5]1 |f:0.1.2.3|. Reported procedure: The title compound, white solid (91 mg, 82%), MS (ISP) m/z=443.5 [(M+H)+], mp 216° C., was prepared in accordance with the general method of example 32 from trans-4-{2-[4-(2,3-dihydrofuro[3,2-c]pyridin-4-yl)-piperazin-1-yl]-ethyl}-cyclohexanamine trihydrochloride (intermediate C) (110 mg, 0.25 mmol) and rac-tetrahydro-pyran-3-carboxylic acid. Starting materials: O (water), O (water), C(CCCCCCCCCCCCCCC)N (cetylamine), N1=CC=CC=C1 (pyridine), Cl.C(C1=CN=CC=C1)(=O)Cl (nicotinic acid chloride hydrochloride). Solvent: C(C)#N (acetonitrile). Reaction conditions: time 3 hour. The product is C(CCCCCCCCCCCCCCC)NC(C1=CN=CC=C1)=O (N-Hexadecylnicotinamide). The yield is 82.4%. Reaction SMILES: [CH2:1]([NH2:17])[CH2:2][CH2:3][CH2:4][CH2:5][CH2:6][CH2:7][CH2:8][CH2:9][CH2:10][CH2:11][CH2:12][CH2:13][CH2:14][CH2:15][CH3:16].N1C=CC=CC=1.Cl.[C:25](Cl)(=[O:32])[C:26]1[CH:31]=[CH:30][CH:29]=[N:28][CH:27]=1.O>C(#N)C>[CH2:1]([NH:17][C:25](=[O:32])[C:26]1[CH:31]=[CH:30][CH:29]=[N:28][CH:27]=1)[CH2:2][CH2:3][CH2:4][CH2:5][CH2:6][CH2:7][CH2:8][CH2:9][CH2:10][CH2:11][CH2:12][CH2:13][CH2:14][CH2:15][CH3:16] |f:2.3|. Procedure details: 30.7 g of cetylamine and 33.2 g of pyridine were dispersed in 200 ml of acetonitrile, and 25 g of nicotinic acid chloride hydrochloride was added thereto under cooling with water. After reacting for 3 hours at 55° C., 800 ml of water was added thereto. The thus formed crystals were collected by filtration. Recrystallization from 500 ml of ethanol yielded 36.3 g of the end product. m.p. 85°-87° C. Reactants: CC=1NC2=CC=CC=C2C1 (2-methylindole), [H-].[K+] (potassium hydride), ClC=1C=CC(=C(C1)N=C=S)C (5-chloro-2-methylphenylisothiocyanate), [H][H] (hydrogen). Run in C1CCOC1 (THF), CCCCCC (Hexane), C1CCOC1 (THF), CCCCCC (hexane), CCOCC (Et2O). Run at time 16 hour. Product: ClC=1C=CC(=C(C1)NC(=S)N1C(=CC2=CC=CC=C12)C)C (N-(5-Chloro-2-methyl-phenyl)-2-methyl-1H-indole-1-carbothioic acid amide). RXN SMILES: [H-].[K+].[CH3:3][C:4]1[NH:5][C:6]2[C:11]([CH:12]=1)=[CH:10][CH:9]=[CH:8][CH:7]=2.[H][H].[Cl:15][C:16]1[CH:17]=[CH:18][C:19]([CH3:25])=[C:20]([N:22]=[C:23]=[S:24])[CH:21]=1>C1COCC1.CCOCC.CCCCCC>[Cl:15][C:16]1[CH:17]=[CH:18][C:19]([CH3:25])=[C:20]([NH:22][C:23]([N:5]2[C:6]3[C:11](=[CH:10][CH:9]=[CH:8][CH:7]=3)[CH:12]=[C:4]2[CH3:3])=[S:24])[CH:21]=1 |f:0.1|. Procedure: A stirred slurry of hexane washed potassium hydride (1.51 g, 38 mmol) in 10 mL of dry THF was treated dropwise with a solution of 2-methylindole (5.0 g, 38 mmol) in 30 mL THF. The mixture was stirred until hydrogen evolution ceased. To the dark red solution was slowly added 5-chloro-2-methylphenylisothiocyanate (7 g, 38 mmol) and stirring was continued for 16 hours. The reaction mixture was concentrated in vacuo and the residue partitioned between EtOAc and 1N HCl. The organic layer was washed w... Starting materials: CC1=C(C=C(C=C1C)C)O (2,3,5-trimethylphenol), C(C)(=O)OCC.CCCCCC (ethyl acetate hexane). Yields the product CC1=C(OC(C(=O)O)(C)C)C=C(C=C1C)C (2-(2,3,5-Trimethylphenoxy)-2-methylpropionic acid). Yield: 65.0%. RXN SMILES: [CH3:1][C:2]1[C:7]([CH3:8])=[CH:6][C:5]([CH3:9])=[CH:4][C:3]=1[OH:10].[C:11]([O:14]CC)(=[O:13])C.CCC[CH2:20][CH2:21][CH3:22]>>[CH3:1][C:2]1[C:7]([CH3:8])=[CH:6][C:5]([CH3:9])=[CH:4][C:3]=1[O:10][C:21]([CH3:20])([CH3:22])[C:11]([OH:14])=[O:13] |f:1.2|. Procedure: Using 2,3,5-trimethylphenol, the title compound was synthesized in the same manner as in Reference Example 36. Yield 65%. Melting point: 91-94° C. (ethyl acetate-hexane). The reactants are CC(C)C(NC(=O)c1ccccc1)C(=O)N(CC(=O)NC(C=O)CC(=O)O)Cc1ccccc1, CCOC(=O)CN(Cc1cccc(NC(=O)OC(C)(C)C)c1)C(=O)C(NC(=O)c1ccccc1)C(C)C. The product is CC(C)C(NC(=O)c1ccccc1)C(=O)N(CC(=O)NC(C=O)CC(=O)O)Cc1cccc(N)c1. RXN SMILES: [C:1]([c:2]1[cH:3][cH:4][cH:5][cH:6][cH:7]1)(=[O:8])[NH:9][CH:10]([C:11](=[O:12])[N:13]([CH2:14][C:15](=[O:16])[NH:17][CH:18]([CH2:19][C:20](=[O:21])[OH:22])[CH:23]=[O:24])[CH2:25][c:26]1[cH:27][cH:28][cH:29][cH:30][cH:31]1)[CH:32]([CH3:33])[CH3:34].[CH2:35]([O:36][C:37](=[O:38])[CH2:39][N:40]([C:41](=[O:42])[CH:43]([NH:44][C:45](=[O:46])[c:47]1[cH:48][cH:49][cH:50][cH:51][cH:52]1)[CH:53]([CH3:54])[CH3:55])[CH2:56][c:57]1[cH:58][cH:59][cH:60][c:61]([NH:62][C:63]([O:64][C:65]([CH3:66])([CH3:67])[CH3:68])=[O:69])[cH:70]1)[CH3:71]>>[C:1]([c:2]1[cH:3][cH:4][cH:5][cH:6][cH:7]1)(=[O:8])[NH:9][CH:10]([C:11](=[O:12])[N:13]([CH2:14][C:15](=[O:16])[NH:17][CH:18]([CH2:19][C:20](=[O:21])[OH:22])[CH:23]=[O:24])[CH2:25][c:26]1[cH:27][cH:28][cH:29][c:30]([NH2:40])[cH:31]1)[CH:32]([CH3:33])[CH3:34].